Dataset: the Open Reaction Database (ORD), a public repository of structured organic reaction records. Task: describe an organic reaction: reactants, conditions, products, and yield The reactants are CCOC(=O)CC1=NS(=O)(=O)c2cc(OCc3ccccc3)ccc2N1, C1CCOC1. Product: CCOC(=O)CC1=NS(=O)(=O)c2cc(O)ccc2N1. As a reaction SMILES: [CH2:1]([c:2]1[cH:3][cH:4][cH:5][cH:6][cH:7]1)[O:8][c:9]1[cH:10][c:11]2[c:12]([cH:25][cH:26]1)[NH:13][C:14]([CH2:19][C:20](=[O:21])[O:22][CH2:23][CH3:24])=[N:15][S:16]2(=[O:17])=[O:18].[O:27]1[CH2:28][CH2:29][CH2:30][CH2:31]1>>[OH:8][c:9]1[cH:10][c:11]2[c:12]([cH:25][cH:26]1)[NH:13][C:14]([CH2:19][C:20](=[O:21])[O:22][CH2:23][CH3:24])=[N:15][S:16]2(=[O:17])=[O:18].